Dataset: the Open Reaction Database (ORD), a public repository of structured organic reaction records. Task: describe an organic reaction: reactants, conditions, products, and yield Starting materials: C([O-])([O-])=O.[K+].[K+] (potassium carbonate), NCCNCCNC1=NC(=NC(=N1)OCC(F)(F)F)NC1=CC=C(C(=O)OC)C=C1 (methyl 4-(4-(2-(2-aminoethylamino)ethylamino)-6-(2,2,2-trifluoroethoxy)-1,3,5-triazin-2-ylamino)benzoate), Cl (HCl). The solvent is O (water), CC(=O)C (acetone). Yields the product NCCNCCNC1=NC(=NC(=N1)OCC(F)(F)F)NC1=CC=C(C(=O)O)C=C1 (4-(4-(2-(2-aminoethylamino)ethylamino)-6-(2,2,2-trifluoroethoxy)-1,3,5-triazin-2-ylamino)benzoic acid). Yield: 41.4%. As a reaction SMILES: [NH2:1][CH2:2][CH2:3][NH:4][CH2:5][CH2:6][NH:7][C:8]1[N:13]=[C:12]([O:14][CH2:15][C:16]([F:19])([F:18])[F:17])[N:11]=[C:10]([NH:20][C:21]2[CH:30]=[CH:29][C:24]([C:25]([O:27]C)=[O:26])=[CH:23][CH:22]=2)[N:9]=1.C(=O)([O-])[O-].[K+].[K+].Cl>CC(C)=O.O>[NH2:1][CH2:2][CH2:3][NH:4][CH2:5][CH2:6][NH:7][C:8]1[N:13]=[C:12]([O:14][CH2:15][C:16]([F:18])([F:19])[F:17])[N:11]=[C:10]([NH:20][C:21]2[CH:22]=[CH:23][C:24]([C:25]([OH:27])=[O:26])=[CH:29][CH:30]=2)[N:9]=1 |f:1.2.3|. Procedure: To a suspension of methyl 4-(4-(2-(2-aminoethylamino)ethylamino)-6-(2,2,2-trifluoroethoxy)-1,3,5-triazin-2-ylamino)benzoate (0.1 g) in acetone (6 mL) was added potassium carbonate (0.080 g) in water (6.00 mL). The mixture was heated to reflux for 16 hours. After cooling to room temperature, the reaction solution was acidified with 1N HCl to pH=3. All solvents were removed under vacuum. The residue was purified by prep. HPLC to give 4-(4-(2-(2-aminoethylamino)ethylamino)-6-(2,2,2-trifluoroethoxy)... Starting materials: C(CC)[C@@H]1CC[C@H](CC1)C1C=CC(CC1)=O (4-(trans-4-propylcyclohexyl)-2-cyclohexenone), pentylmagnesium bromide THF, [Cl-].[NH4+] (ammonium chloride), resultant mixture. Solvent: C1CCOC1 (THF). Run at time 8 hour. Yields the product C(CCC)[C@@H]1CC[C@H](CC1)C1CCC(CC1)C1C=CC(CC1)(O)CCCCC (4-(4-(trans-4-butylcyclohexyl)cyclohexyl)-1-pentyl-2-cyclohexene-1-ol). Isolated yield 148.8%. Reaction SMILES: [CH2:1]([C@H:4]1[CH2:9][CH2:8][C@H:7]([CH:10]2[CH2:15][CH2:14][C:13](=[O:16])[CH:12]=[CH:11]2)[CH2:6][CH2:5]1)[CH2:2][CH3:3].[Cl-].[NH4+]>C1COCC1>[CH2:4]([C@H:5]1[CH2:6][CH2:7][C@H:1]([CH:4]2[CH2:5][CH2:6][CH:7]([CH:10]3[CH2:15][CH2:14][C:13]([CH2:14][CH2:15][CH2:10][CH2:11][CH3:12])([OH:16])[CH:12]=[CH:11]3)[CH2:8][CH2:9]2)[CH2:2][CH2:3]1)[CH2:1][CH2:2][CH3:3] |f:1.2|. Reported procedure: Under a nitrogen atmosphere, 5.0 g of 4-(trans-4-propylcyclohexyl)-2-cyclohexenone (r-11) was dissolved into 50 mL of THF, 27.2 mL of pentylmagnesium bromide THF solution (1 M/L) was added dropwise thereto at room temperature, and the resultant mixture was stirred at 50° C. for 30 minutes, and then stirred at room temperature overnight. A saturated aqueous solution of ammonium chloride was added dropwise under ice-cooling, the resultant mixture was subjected to extraction with ethyl acetate, and... The reactants are C(C=CC1=CC=CC=C1)(=O)Cl (cinnamoyl chloride), NC1=CC=C(C=C1)C(CCC(=O)OC)=O (4-(4-amino-phenyl)-4-oxo-butyric acid, methyl ester). Product: C(C=CC1=CC=CC=C1)(=O)NC1=CC=C(C=C1)C(CCC(=O)O)=O (4-[4-(cinnamoylamino)-phenyl]-4-oxo-butyric acid). Isolated yield 60.6%. RXN SMILES: [C:1](Cl)(=[O:10])[CH:2]=[CH:3][C:4]1[CH:9]=[CH:8][CH:7]=[CH:6][CH:5]=1.[NH2:12][C:13]1[CH:18]=[CH:17][C:16]([C:19](=[O:26])[CH2:20][CH2:21][C:22]([O:24]C)=[O:23])=[CH:15][CH:14]=1>>[C:1]([NH:12][C:13]1[CH:14]=[CH:15][C:16]([C:19](=[O:26])[CH2:20][CH2:21][C:22]([OH:24])=[O:23])=[CH:17][CH:18]=1)(=[O:10])[CH:2]=[CH:3][C:4]1[CH:9]=[CH:8][CH:7]=[CH:6][CH:5]=1. Procedure details: In a manner similar to that described in Example 3, cinnamoyl chloride (0.057 g, 0.00034 mol) was allowed to react with 4-(4-amino-phenyl)-4-oxo-butyric acid, methyl ester (0.052 g, 0.00025 mol), and the resulting intermediate was hydrolyzed to give 0.049 g of 4-[4-(cinnamoylamino)-phenyl]-4-oxo-butyric acid as a yellow solid; MS-(AP+) MH+324.